This data is from the Open Reaction Database (ORD), a public repository of structured organic reaction records. The task is: describe an organic reaction: reactants, conditions, products, and yield Reactants: CN(CCC=C1C2=C(C=CC3=C1C=CC=C3)C=CC=C2)C (5-(3-dimethylaminopropylidene)-5H-dibenzo[a,d]cycloheptene), N#CBr (cyanogen bromide). Run in C1=CC=CC=C1 (benzene), C1=CC=CC=C1 (benzene). Conditions: time 3 hour. The product is C1=CC=CC=2CC3=C(C=CC21)C=CC=C3 (5H-dibenzo[a,d]cycloheptene). As a reaction SMILES: CN(C)CCC=[C:6]1[C:12]2[CH:13]=[CH:14][CH:15]=[CH:16][C:11]=2[CH:10]=[CH:9][C:8]2[CH:17]=[CH:18][CH:19]=[CH:20][C:7]1=2.N#CBr>C1C=CC=CC=1>[CH:17]1[C:8]2[CH:9]=[CH:10][C:11]3[CH:16]=[CH:15][CH:14]=[CH:13][C:12]=3[CH2:6][C:7]=2[CH:20]=[CH:19][CH:18]=1. Reported procedure: A solution of 23.06 g. (0.0834 mole) of 5-(3-dimethylaminopropylidene)-5H-dibenzo[a,d]cycloheptene in 61 ml. of benzene is added dropwise to a stirred solution of 9.80 g. (0.0917 mole) of cyanogen bromide in 38 ml. of benzene. Some heat is evolved. The mixture is stirred for 3 hours at room temperature, and filtered to remove any precipitate which forms. The filtrate, together with a benzene wash of the precipitate, is evaporated to dryness on a steam-bath under reduced pressure to remove excess...